From a dataset of the Open Reaction Database (ORD), a public repository of structured organic reaction records. describe an organic reaction: reactants, conditions, products, and yield The reactants are ClC(=O)OCC(C)C (Isobutyl chloroformate), ice, C(C)N(CC#CC(=O)O)CC (4-diethylamino-2-butynoic acid), CN1CCOCC1 (N-methylmorpholine), NC=1C=C2C(=C(C=NC2=CC1)C#N)NC1=CC(=CC=C1)Br (6-amino-4-[(3-bromophenyl)amino]-3-quinolinecarbonitrile). Solvent: O1CCCC1 (tetrahydrofuran), N1=CC=CC=C1 (pyridine). Reaction conditions: time 30 minute. The product is BrC=1C=C(C=CC1)NC1=C(C=NC2=CC=C(C=C12)NC(C#CCN(CC)CC)=O)C#N (N-[4-[(3-Bromophenyl)amino]-3-cyano-6-quinolinyl]-4-diethylamino-2-butynamide). Yield: 28.6%. Reaction SMILES: ClC(OCC(C)C)=O.[CH2:9]([N:11]([CH2:18][CH3:19])[CH2:12][C:13]#[C:14][C:15]([OH:17])=O)[CH3:10].CN1CCOCC1.[NH2:27][C:28]1[CH:29]=[C:30]2[C:35](=[CH:36][CH:37]=1)[N:34]=[CH:33][C:32]([C:38]#[N:39])=[C:31]2[NH:40][C:41]1[CH:46]=[CH:45][CH:44]=[C:43]([Br:47])[CH:42]=1>O1CCCC1.N1C=CC=CC=1>[Br:47][C:43]1[CH:42]=[C:41]([NH:40][C:31]2[C:30]3[C:35](=[CH:36][CH:37]=[C:28]([NH:27][C:15](=[O:17])[C:14]#[C:13][CH2:12][N:11]([CH2:9][CH3:10])[CH2:18][CH3:19])[CH:29]=3)[N:34]=[CH:33][C:32]=2[C:38]#[N:39])[CH:46]=[CH:45][CH:44]=1. Reported procedure: Isobutyl chloroformate (0.261 g, 1.91 mmol) was dropwise added into an ice cold solution of 4-diethylamino-2-butynoic acid (0.456 g, 2.94 mmol) and N-methylmorpholine (0.294 g, 2.94 mmol) in 50 mL of tetrahydrofuran under N2. After stirring for 30 min, a solution of 0.5 g (1.47 mmol) of 6-amino-4-[(3-bromophenyl)amino]-3-quinolinecarbonitrile in 3 mL of pyridine was added dropwise and the mixture was stirred at 0° C. for 2 hr. The reaction was quenched with ice water, poured into saturated sodiu... Starting materials: FC=1C=C(C=CC=O)C=CC1OCC=1N=C(OC1C)C1=CC=CC=C1 (3-fluoro-4-(5-methyl-2-phenyl-4-oxazolyl methoxy)cinnamaldehyde), O1C(NC(C1)=O)=O (2,4-oxazolidinedione). Yields the product FC=1C=C(C=CC1OCC=1N=C(OC1C)C1=CC=CC=C1)CCCC1C(NC(O1)=O)=O (5-[3-[3-fluoro-4-(5-methyl-2-phenyl-4-oxazolylmethoxy)phenyl]propyl]-2,4-oxazolidinedione). Reaction SMILES: [F:1][C:2]1[CH:3]=[C:4]([CH:9]=[CH:10][C:11]=1[O:12][CH2:13][C:14]1[N:15]=[C:16]([C:20]2[CH:25]=[CH:24][CH:23]=[CH:22][CH:21]=2)[O:17][C:18]=1[CH3:19])[CH:5]=[CH:6][CH:7]=O.[O:26]1[CH2:30][C:29](=[O:31])[NH:28][C:27]1=[O:32]>>[F:1][C:2]1[CH:3]=[C:4]([CH2:5][CH2:6][CH2:7][CH:30]2[O:26][C:27](=[O:32])[NH:28][C:29]2=[O:31])[CH:9]=[CH:10][C:11]=1[O:12][CH2:13][C:14]1[N:15]=[C:16]([C:20]2[CH:25]=[CH:24][CH:23]=[CH:22][CH:21]=2)[O:17][C:18]=1[CH3:19]. Procedure: In substantially the same manner as in Working Example 11, 3-fluoro-4-(5-methyl-2-phenyl-4-oxazolyl methoxy)cinnamaldehyde was condensed with 2,4-oxazolidinedione. The condensate was subjected to catalytic reduction to yield 5-[3-[3-fluoro-4-(5-methyl-2-phenyl-4-oxazolylmethoxy)phenyl]propyl]-2,4-oxazolidinedione, which was recrystallized from dichloromethane-methanol to give colorless prisms, m.p.180-181° C. Reaction SMILES: [Cl:1][C:2]1[C:7]([CH:8]=[O:9])=[CH:6][N:5]=[C:4]2[N:10]([CH2:13][O:14][CH2:15][CH2:16][Si:17]([CH3:20])([CH3:19])[CH3:18])[CH:11]=[CH:12][C:3]=12.[CH2:21]([Mg]Br)[CH3:22].O1CCCC1.[Cl-].[NH4+]>O1CCCC1>[Cl:1][C:2]1[C:7]([CH:8]([OH:9])[CH2:21][CH3:22])=[CH:6][N:5]=[C:4]2[N:10]([CH2:13][O:14][CH2:15][CH2:16][Si:17]([CH3:20])([CH3:19])[CH3:18])[CH:11]=[CH:12][C:3]=12 |f:1.2,3.4|. Starting materials: ClC1=C2C(=NC=C1C=O)N(C=C2)COCC[Si](C)(C)C (4-Chloro-1-{[2-(trimethylsilyl)ethoxy]methyl}-1H-pyrrolo[2,3-b]pyridine-5-carbaldehyde), C(C)[Mg]Br.O1CCCC1 (ethylmagnesium bromide tetrahydrofuran), [Cl-].[NH4+] (ammonium chloride). Product: ClC1=C2C(=NC=C1C(CC)O)N(C=C2)COCC[Si](C)(C)C (1-(4-Chloro-1-{[2-(trimethylsilyl)ethoxy]methyl}-1H-pyrrolo[2,3-b]pyridin-5-yl)propan-1-ol). Run at time 1 day. The solvent is O1CCCC1 (tetrahydrofuran). Procedure details: 4-Chloro-1-{[2-(trimethylsilyl)ethoxy]methyl}-1H-pyrrolo[2,3-b]pyridine-5-carbaldehyde (117 mg, 0.360 mmol) in tetrahydrofuran (2 mL) was mixed with ethylmagnesium bromide-tetrahydrofuran solution (1.0 M, 1.0 mL, 1.0 mmol) under cooling with ice and stirred at room temperature for one day. After addition of saturated aqueous ammonium chloride, the reaction mixture was extracted with ethyl acetate, and the organic layer was dried over anhydrous sodium sulfate and concentrated under reduced pressu... Isolated yield 61.6%. The reactants are ClC1=NC2=CC(=CC=C2C(=N1)O)OC (2-chloro-7-methoxyquinazolin-4-ol), C1CCOC1 (THF), CNC (Dimethylamine). Run at temperature 100 celsius. Yields the product CN(C1=NC2=CC(=CC=C2C(=N1)O)OC)C (2-(dimethylamino)-7-methoxyquinazolin-4-ol). RXN SMILES: Cl[C:2]1[N:11]=[C:10]([OH:12])[C:9]2[C:4](=[CH:5][C:6]([O:13][CH3:14])=[CH:7][CH:8]=2)[N:3]=1.C1COCC1.[CH3:20][NH:21][CH3:22]>>[CH3:20][N:21]([CH3:22])[C:2]1[N:11]=[C:10]([OH:12])[C:9]2[C:4](=[CH:5][C:6]([O:13][CH3:14])=[CH:7][CH:8]=2)[N:3]=1. Reported procedure: 2-chloro-7-methoxyquinazolin-4-ol (288 mg, 1.368 mmol) was dissolved in Dimethylamine 2 M in THF (2 ml, 4.00 mmol) and heated to 100° C. for 1 h in a sealed tube. The reaction was cooled and the volatiles were removed under vacuum. The crude solid was collected and washed with water, filtered and dried to give 2-(dimethylamino)-7-methoxyquinazolin-4-ol which was carried to the next step without further purification. MS: MS m/z 220.1 (M++1). Product: CC12CC(=O)Nc3cccc(c31)NC2=O. As a reaction SMILES: [C:19]([OH:20])(=[O:21])[CH3:22].[NH2:1][c:2]1[c:3]2[c:7]([cH:8][cH:9][cH:10]1)[NH:6][C:5](=[O:11])[C:4]2([CH3:12])[CH2:13][C:14]([O:16][CH2:15][CH3:17])=[O:18]>>[NH:1]1[c:2]2[c:3]3[c:7]([cH:8][cH:9][cH:10]2)[NH:6][C:5](=[O:11])[C:4]3([CH3:12])[CH2:13][C:14]1=[O:16]. Starting materials: CC(=O)O, CCOC(=O)CC1(C)C(=O)Nc2cccc(N)c21. Product: OCC1(CCC=2N1C=NC2)C2=C(C=C(C#N)C=C2)OC (4-(5-hydroxymethyl-6,7-dihydro-5H-pyrrolo[1,2-c]imidazol-5-yl)-3-methoxybenzonitrile). Starting materials: COC(=O)C1(CCC=2N1C=NC2)C2=C(C=C(C=C2)C#N)OC (5-(4-Cyano-2-methoxyphenyl)-6,7-dihydro-5H-pyrrolo[1,2-c]imidazole-5-carboxylic acid methyl ester), [BH4-].[Li+] (lithium borohydride). Conditions: temperature -10 celsius. Reaction SMILES: C[O:2][C:3]([C:5]1([C:13]2[CH:18]=[CH:17][C:16]([C:19]#[N:20])=[CH:15][C:14]=2[O:21][CH3:22])[N:9]2[CH:10]=[N:11][CH:12]=[C:8]2[CH2:7][CH2:6]1)=O.[BH4-].[Li+]>C1COCC1>[OH:2][CH2:3][C:5]1([C:13]2[CH:18]=[CH:17][C:16]([C:19]#[N:20])=[CH:15][C:14]=2[O:21][CH3:22])[N:9]2[CH:10]=[N:11][CH:12]=[C:8]2[CH2:7][CH2:6]1 |f:1.2|. Procedure details: 5-(4-Cyano-2-methoxyphenyl)-6,7-dihydro-5H-pyrrolo[1,2-c]imidazole-5-carboxylic acid methyl ester (0.100 g, 0.336 mmol) is dissolved in THF (3 mL) and cooled to −10° C. A THF solution of lithium borohydride (0.08 mL, 2 M) is then added. The solution is removed from the cold bath and allowed to warm to room temperature before being heated to 40° C. at which time additional lithium borohydride (0.08 mL, 2 M) is added. The solution is maintained at that temperature for 1.5 h before being allowed to... Run in C1CCOC1 (THF), C1CCOC1 (THF). Starting materials: O=C1CN(CC1)C(=O)OC(C)(C)C (tert-butyl 3-oxopyrrolidine-1-carboxylate), C(\C=C/C(=O)O)(=O)O.NC=1C=C2C=NN(C2=CC1)C(C(C)(C)C)=O (1-(5-amino-1H-indazol-1-yl)-2,2-dimethylpropan-1-one maleate salt). Procedure: Reaction of tert-butyl 3-oxopyrrolidine-1-carboxylate and 1-(5-amino-1H-indazol-1-yl)-2,2-dimethylpropan-1-one maleate salt using the method of Example 3 followed by deprotection using the method of Example 4 afforded the title compound. Yields the product CC(C(=O)N1N=CC2=CC(=CC=C12)NC1CNCC1)(C)C (2,2-Dimethyl-1-(5-(pyrrolidin-3-ylamino)-1H-indazol-1-yl)propan-1-one). RXN SMILES: O=[C:2]1[CH2:6][CH2:5][N:4](C(OC(C)(C)C)=O)[CH2:3]1.C(O)(=O)/C=C\C(O)=O.[NH2:22][C:23]1[CH:24]=[C:25]2[C:29](=[CH:30][CH:31]=1)[N:28]([C:32](=[O:37])[C:33]([CH3:36])([CH3:35])[CH3:34])[N:27]=[CH:26]2>>[CH3:34][C:33]([CH3:36])([CH3:35])[C:32]([N:28]1[C:29]2[C:25](=[CH:24][C:23]([NH:22][CH:2]3[CH2:6][CH2:5][NH:4][CH2:3]3)=[CH:31][CH:30]=2)[CH:26]=[N:27]1)=[O:37] |f:1.2|. Starting materials: FC(C=1C=C(C=C(C1)C(F)(F)F)C1(CN(CC1)C1=CC=C(C(=N1)C(F)(F)F)CNC(CC)=O)C(F)(F)F)(F)F (N-{[6-{3-[3,5-Bis(trifluoromethyl)phenyl]-3-(trifluoromethyl)pyrrolidin-1-yl}-2-(trifluoro-methyl)pyridin-3-yl]methyl}propanamide), [Mn](=O)(=O)(=O)[O-].[K+] (potassium permanganate). Reagents/catalysts: [Cl-].C(C1=CC=CC=C1)[N+](CC)(CC)CC (benzyltriethylammonium chloride). The solvent is ClCCl (dichloromethane). Reaction conditions: time 75 hour. Yields the product FC(C=1C=C(C=C(C1)C(F)(F)F)C1(CC(N(C1)C1=CC=C(C(=N1)C(F)(F)F)CNC(CC)=O)=O)C(F)(F)F)(F)F (N-{[6-{4-[3,5-bis(trifluoromethyl)phenyl]-2-oxo-4-(trifluoromethyl)pyrrolidin-1-yl}-2-(trifluoromethyl)pyridin-3-yl]methyl}propanamide). The yield is 26.0%. RXN SMILES: [F:1][C:2]([F:39])([F:38])[C:3]1[CH:4]=[C:5]([C:13]2([C:34]([F:37])([F:36])[F:35])[CH2:17][CH2:16][N:15]([C:18]3[N:23]=[C:22]([C:24]([F:27])([F:26])[F:25])[C:21]([CH2:28][NH:29][C:30](=[O:33])[CH2:31][CH3:32])=[CH:20][CH:19]=3)[CH2:14]2)[CH:6]=[C:7]([C:9]([F:12])([F:11])[F:10])[CH:8]=1.[Mn]([O-])(=O)(=O)=[O:41].[K+]>[Cl-].C([N+](CC)(CC)CC)C1C=CC=CC=1.ClCCl>[F:39][C:2]([F:1])([F:38])[C:3]1[CH:4]=[C:5]([C:13]2([C:34]([F:35])([F:36])[F:37])[CH2:14][N:15]([C:18]3[N:23]=[C:22]([C:24]([F:25])([F:27])[F:26])[C:21]([CH2:28][NH:29][C:30](=[O:33])[CH2:31][CH3:32])=[CH:20][CH:19]=3)[C:16](=[O:41])[CH2:17]2)[CH:6]=[C:7]([C:9]([F:12])([F:11])[F:10])[CH:8]=1 |f:1.2,3.4|. Reported procedure: N-{[6-{3-[3,5-Bis(trifluoromethyl)phenyl]-3-(trifluoromethyl)pyrrolidin-1-yl}-2-(trifluoro-methyl)pyridin-3-yl]methyl}propanamide (0.3 g), benzyltriethylammonium chloride (0.35 g) and potassium permanganate (0.25 g) were added to dichloromethane (20 ml), and the mixture was stirred for 75 hours at room temperature. Upon the completion of the stirring, the reaction mixture was filtered through a short silica gel layer to remove precipitate. The filtrate was distilled off under reduced pressure an...